describe an organic reaction: reactants, conditions, products, and yield From a dataset of the Open Reaction Database (ORD), a public repository of structured organic reaction records. The reactants are CC=1C=C(C=O)C=CC1C (3,4-dimethylbenzaldehyde), C(C)(=O)[O-].[Na+] (sodium acetate), C(C)(=O)OC(C)=O (acetic anhydride). Yields the product CC=1C=C(/C=C/C(=O)O)C=CC1C (trans-3,4-dimethylcinnamic acid). Isolated yield 69.8%. As a reaction SMILES: [CH3:1][C:2]1[CH:3]=[C:4]([CH:7]=[CH:8][C:9]=1[CH3:10])[CH:5]=O.[C:11]([O-:14])(=[O:13])[CH3:12].[Na+].C(OC(=O)C)(=O)C>>[CH3:1][C:2]1[CH:3]=[C:4]([CH:7]=[CH:8][C:9]=1[CH3:10])/[CH:5]=[CH:12]/[C:11]([OH:14])=[O:13] |f:1.2|. Procedure: A 1 L single-neck round bottom flask equipped with a condenser, magnetic stir bar, and a nitrogen inlet was charged with 3,4-dimethylbenzaldehyde (Lancaster 97%, 70.0 g, 0.52 mol), sodium acetate (anhydrous, 47.1 g, 0.57 mol), and acetic anhydride (300 mL, 3.2 mol). The mixture was stirred and heated to reflux. After 48 hours heating was discontinued and the reaction mixture was quenched, while still hot, by the cautious addition of water (300 mL). Ice-water was added to double the volume and th...